This data is from the Open Reaction Database (ORD), a public repository of structured organic reaction records. The task is: describe an organic reaction: reactants, conditions, products, and yield Product: Cc1nn(CC(=O)N2CCN(c3ccc(F)cc3)CC2)c(C)c1I. The reactants are CCOC(C)=O, CCCCCC, O=C(CCl)N1CCN(c2ccc(F)cc2)CC1, Cc1n[nH]c(C)c1I, [K+], [K+], O=C([O-])[O-], CN(C)C=O. Reaction SMILES: [C:37]([O:38][CH2:39][CH3:40])(=[O:41])[CH3:42].[CH3:43][CH2:44][CH2:45][CH2:46][CH2:47][CH3:48].[Cl:15][CH2:16][C:17](=[O:18])[N:19]1[CH2:20][CH2:21][N:22]([c:25]2[cH:26][cH:27][c:28]([F:31])[cH:29][cH:30]2)[CH2:23][CH2:24]1.[I:1][c:2]1[c:3]([CH3:8])[n:4][nH:5][c:6]1[CH3:7].[K+:10].[K+:9].[O-:11][C:12]([O-:13])=[O:14].[O:32]=[CH:33][N:34]([CH3:35])[CH3:36]>>[I:1][c:2]1[c:3]([CH3:8])[n:4]([CH2:16][C:17](=[O:18])[N:19]2[CH2:20][CH2:21][N:22]([c:25]3[cH:26][cH:27][c:28]([F:31])[cH:29][cH:30]3)[CH2:23][CH2:24]2)[n:5][c:6]1[CH3:7]. Reactants: BrCC(C(C(=O)NC1[C@@H]2N(C(=C(CS2)C=C)C(=O)OC(C2=CC=CC=C2)C2=CC=CC=C2)C1=O)=NOC)=O (benzhydryl 7-(4-bromo-2-methoxyiminoacetoacetamido)-3-vinyl-3-cephem-4-carboxylate), NC(=S)N (thiourea), C(C)(=O)[O-].[Na+] (sodium acetate), trihydrate, O1CCCC1 (tetrahydrofuran). Solvent: O (water), C(C)OCC (diethyl ether). Yields the product NC=1SC=C(N1)C(C(=O)NC1[C@@H]2N(C(=C(CS2)C=C)C(=O)OC(C2=CC=CC=C2)C2=CC=CC=C2)C1=O)=NOC (benzhydryl 7-[2-(2-aminothiazol-4-yl)-2-methoxyiminoacetamido]-3-vinyl-3-cephem-4-carboxylate). Isolated yield 91.0%. Reaction SMILES: Br[CH2:2][C:3](=O)[C:4](=[N:35][O:36][CH3:37])[C:5]([NH:7][CH:8]1[C:33](=[O:34])[N:10]2[C:11]([C:17]([O:19][CH:20]([C:27]3[CH:32]=[CH:31][CH:30]=[CH:29][CH:28]=3)[C:21]3[CH:26]=[CH:25][CH:24]=[CH:23][CH:22]=3)=[O:18])=[C:12]([CH:15]=[CH2:16])[CH2:13][S:14][C@H:9]12)=[O:6].[NH2:39][C:40]([NH2:42])=[S:41].C([O-])(=O)C.[Na+].O1CCCC1>O.C(OCC)C>[NH2:42][C:40]1[S:41][CH:2]=[C:3]([C:4](=[N:35][O:36][CH3:37])[C:5]([NH:7][CH:8]2[C:33](=[O:34])[N:10]3[C:11]([C:17]([O:19][CH:20]([C:21]4[CH:26]=[CH:25][CH:24]=[CH:23][CH:22]=4)[C:27]4[CH:32]=[CH:31][CH:30]=[CH:29][CH:28]=4)=[O:18])=[C:12]([CH:15]=[CH2:16])[CH2:13][S:14][C@H:9]23)=[O:6])[N:39]=1 |f:2.3|. Procedure: A solution of benzhydryl 7-(4-bromo-2-methoxyiminoacetoacetamido)-3-vinyl-3-cephem-4-carboxylate (syn isomer) (1.2 g), thiourea (0.5 g) and sodium acetate )trihydrate) (0.7 g) in water (20 ml) and tetrahydrofuran (20 ml) was stirred at 30° C. for 3.5 hours. The reaction mixture was extracted with ethyl acetate, and the extract was washed with water and dried over anhydrous magnesium sulfate. Removal of the solvent gave a residue, which was pulverized with diethyl ether to obtain benzhydryl 7-[2-... Starting materials: C(C)(C)(C)NC(C(OC=1C=C2C=C(C=NC2=CC1)C#C[Si](C)(C)C)SC)=O (N-tert-Butyl-2-methylsulfanyl-2-(3-trimethylsilanylethynyl-quinolin-6-yloxy)-acetamide), C([O-])([O-])=O.[K+].[K+] (potassium carbonate). Solvent: C(C)(=O)OCC (ethyl acetate), CO (methanol). Reaction conditions: time 1 hour. The product is C(C)(C)(C)NC(C(SC)OC=1C=C2C=C(C=NC2=CC1)C#C)=O (N-tert-Butyl-2-(3-ethynyl-quinolin-6-yloxy)-2-methylsulfanyl-acetamide). Isolated yield 70.9%. Reaction SMILES: [C:1]([NH:5][C:6](=[O:27])[CH:7]([S:25][CH3:26])[O:8][C:9]1[CH:10]=[C:11]2[C:16](=[CH:17][CH:18]=1)[N:15]=[CH:14][C:13]([C:19]#[C:20][Si](C)(C)C)=[CH:12]2)([CH3:4])([CH3:3])[CH3:2].C(=O)([O-])[O-].[K+].[K+]>CO.C(OCC)(=O)C>[C:1]([NH:5][C:6](=[O:27])[CH:7]([O:8][C:9]1[CH:10]=[C:11]2[C:16](=[CH:17][CH:18]=1)[N:15]=[CH:14][C:13]([C:19]#[CH:20])=[CH:12]2)[S:25][CH3:26])([CH3:4])([CH3:3])[CH3:2] |f:1.2.3|. Procedure details: A solution of N-tert-Butyl-2-methylsulfanyl-2-(3-trimethylsilanylethynyl-quinolin-6-yloxy)-acetamide (215 mg) in methanol (5 ml) was treated with potassium carbonate (18 mg) at room temperature. The reaction mixture was stirred for 1 h. The reaction mixture was diluted with ethyl acetate and washed with 30 ml sat. aq. sodium hydrogen carbonate. The aqueous layer was extracted with 3×50 ml ethyl acetate. The organic layers were combined, dried over sodium sulfate, filtered and evaporated. The res... Reactants: CC(C)C[Al+]CC(C)C, CCOC(=O)C(C)(C)c1ccc([N+](=O)[O-])cc1, [H-], C1CCOC1. Product: CC(C)(CO)c1ccc([N+](=O)[O-])cc1. Reaction SMILES: [CH2:19]([Al+:20][CH2:21][CH:22]([CH3:23])[CH3:24])[CH:25]([CH3:26])[CH3:27].[CH3:1][C:2]([C:3](=[O:4])[O:5][CH2:6][CH3:7])([CH3:8])[c:9]1[cH:10][cH:11][c:12]([N+:15](=[O:16])[O-:17])[cH:13][cH:14]1.[H-:18].[O:28]1[CH2:29][CH2:30][CH2:31][CH2:32]1>>[CH3:1][C:2]([CH2:3][OH:4])([CH3:8])[c:9]1[cH:10][cH:11][c:12]([N+:15](=[O:16])[O-:17])[cH:13][cH:14]1. Starting materials: [BH3-]C#N, C=O, CNCCc1c(C)n(C)c2ccc(S(=O)(=O)c3ccccc3)cc12, CC#N, Cl, [Na+]. Product: Cc1c(CCN(C)C)c2cc(S(=O)(=O)c3ccccc3)ccc2n1C. Reaction SMILES: [C:28]([BH3-:29])#[N:30].[CH2:26]=[O:27].[CH3:2][n:3]1[c:4]([CH3:25])[c:5]([CH2:21][CH2:22][NH:23][CH3:24])[c:6]2[cH:7][c:8]([S:12](=[O:13])(=[O:14])[c:15]3[cH:16][cH:17][cH:18][cH:19][cH:20]3)[cH:9][cH:10][c:11]12.[CH3:32][C:33]#[N:34].[ClH:1].[Na+:31]>>[CH3:2][n:3]1[c:4]([CH3:25])[c:5]([CH2:21][CH2:22][N:23]([CH3:24])[CH3:28])[c:6]2[cH:7][c:8]([S:12](=[O:13])(=[O:14])[c:15]3[cH:16][cH:17][cH:18][cH:19][cH:20]3)[cH:9][cH:10][c:11]12. Conditions: temperature 100 celsius. Procedure: 5-fluoro-1-indanone (7.44 g, 49.5 mmol), Azetidine HCl (5.1 g, 54.4 mmol) and K2CO3 (13.6 g, 99 mmol) were taken up in 60 ml of DMSO. The reaction mixture was heated at 100° C. for 6 hours. The reactants are FC=1C=C2CCC(C2=CC1)=O (5-fluoro-1-indanone), Cl.N1CCC1 (Azetidine HCl), C(=O)([O-])[O-].[K+].[K+] (K2CO3). Run in CS(=O)C (DMSO). The product is N1(CCC1)C=1C=C2CCC(C2=CC1)=O (5-Azetidin-1-yl-indan-1-one). As a reaction SMILES: F[C:2]1[CH:3]=[C:4]2[C:8](=[CH:9][CH:10]=1)[C:7](=[O:11])[CH2:6][CH2:5]2.Cl.[NH:13]1[CH2:16][CH2:15][CH2:14]1.C([O-])([O-])=O.[K+].[K+]>CS(C)=O>[N:13]1([C:2]2[CH:3]=[C:4]3[C:8](=[CH:9][CH:10]=2)[C:7](=[O:11])[CH2:6][CH2:5]3)[CH2:16][CH2:15][CH2:14]1 |f:1.2,3.4.5|. The reactants are C1CCOC1, CCOC(C)=O, CN(C)CCS, N#Cc1cncc(Cl)n1, Cl, [H-], [Na+], O. The product is CN(C)CCSc1cncc(C#N)n1. Reaction SMILES: [CH2:10]1[O:11][CH2:12][CH2:13][CH2:14]1.[CH3:25][CH2:26][O:27][C:28](=[O:29])[CH3:30].[CH3:2][N:3]([CH2:4][CH2:5][SH:6])[CH3:7].[Cl:15][c:16]1[n:17][c:18]([C:22]#[N:23])[cH:19][n:20][cH:21]1.[ClH:1].[H-:8].[Na+:9].[OH2:24]>>[CH3:2][N:3]([CH2:4][CH2:5][S:6][c:16]1[n:17][c:18]([C:22]#[N:23])[cH:19][n:20][cH:21]1)[CH3:7]. The reactants are C(C1=CC=CC=C1)OC1=CC=C(C#N)C=C1 (4-benzyloxybenzonitrile), [N-]=[N+]=[N-].[Na+] (sodium azide), [Cl-].[NH4+] (ammonium chloride), [OH-].[Na+] (sodium hydroxide). Solvent: CN(C=O)C (dimethylformamide). Reaction conditions: temperature 110 celsius, time 8 hour. Yields the product C(C1=CC=CC=C1)OC1=CC=C(C=C1)C=1N=NNN1 (5-(4-Benzyloxyphenyl)-2H-tetrazole). Isolated yield 95.0%. RXN SMILES: [CH2:1]([O:8][C:9]1[CH:16]=[CH:15][C:12]([C:13]#[N:14])=[CH:11][CH:10]=1)[C:2]1[CH:7]=[CH:6][CH:5]=[CH:4][CH:3]=1.[N-:17]=[N+:18]=[N-:19].[Na+].[Cl-].[NH4+].[OH-].[Na+]>CN(C)C=O>[CH2:1]([O:8][C:9]1[CH:10]=[CH:11][C:12]([C:13]2[N:17]=[N:18][NH:19][N:14]=2)=[CH:15][CH:16]=1)[C:2]1[CH:3]=[CH:4][CH:5]=[CH:6][CH:7]=1 |f:1.2,3.4,5.6|. Procedure: To a solution of 4-benzyloxybenzonitrile (2.0 g) in dimethylformamide (15 mL) were added sodium azide (932 mg) and ammonium chloride (767 mg). The mixture was stirred at 110° C. overnight under heating and then allowed to stand for cooling to room temperature. 1N aqueous sodium hydroxide was added thereto to adjust the pH to about 10, followed by washing with diethyl ether. To the aqueous layer was added 1N hydrochloric acid, and the resulting precipitated solid was filtered to give the title co... The reactants are C(C)OC(CN)OCC (2,2-diethoxyethanamine), C(CC(C)C)Br (isoamylbromide). Conditions: time 8 hour. Product: C(C)OC(CNCCC(C)C)OCC (N-(2,2-diethoxyethyl)-3-methylbutan-1-amine). Yield: 77.2%. Reaction SMILES: [CH2:1]([O:3][CH:4]([O:7][CH2:8][CH3:9])[CH2:5][NH2:6])[CH3:2].[CH2:10](Br)[CH2:11][CH:12]([CH3:14])[CH3:13]>>[CH2:1]([O:3][CH:4]([O:7][CH2:8][CH3:9])[CH2:5][NH:6][CH2:10][CH2:11][CH:12]([CH3:14])[CH3:13])[CH3:2]. Procedure: According to the procedure described in the synthesis method of Compound IX-5 with the modification that the reaction was carried out overnight, 2,2-diethoxyethanamine (2.91 ml, 20 mmol) was reacted with isoamylbromide (1.26 ml, 10 mmol) and the obtained residue was purified by Büch silica gel column chromatography (eluent: n-hexane:ethyl acetate=90:10 to 80:20) to obtain the title compound (1.57 g, 77%). Starting materials: CCCC[Sn](=O)CCCC, Cc1ccccc1, CCOC(C)=O, OC1CCCC(O)C1, [Cs+], [F-], Cc1cccc(-c2nc(CI)c(C)o2)c1, CN(C)C=O, O. Yields the product Cc1cccc(-c2nc(COC3CCCC(O)C3)c(C)o2)c1. RXN SMILES: [CH2:9]([Sn:10](=[O:11])[CH2:12][CH2:13][CH2:14][CH3:15])[CH2:16][CH2:17][CH3:18].[CH3:36][c:37]1[cH:38][cH:39][cH:40][cH:41][cH:42]1.[CH3:43][CH2:44][O:45][C:46](=[O:47])[CH3:48].[CH:1]1([OH:8])[CH2:2][CH:3]([OH:7])[CH2:4][CH2:5][CH2:6]1.[Cs+:35].[F-:34].[I:19][CH2:20][c:21]1[n:22][c:23](-[c:27]2[cH:28][c:29]([CH3:33])[cH:30][cH:31][cH:32]2)[o:24][c:25]1[CH3:26].[O:49]=[CH:50][N:51]([CH3:52])[CH3:53].[OH2:54]>>[CH:1]1([OH:8])[CH2:2][CH:3]([O:7][CH2:20][c:21]2[n:22][c:23](-[c:27]3[cH:28][c:29]([CH3:33])[cH:30][cH:31][cH:32]3)[o:24][c:25]2[CH3:26])[CH2:4][CH2:5][CH2:6]1.